Dataset: the Open Reaction Database (ORD), a public repository of structured organic reaction records. Task: describe an organic reaction: reactants, conditions, products, and yield The reactants are C1COC2(CCC(CC2)=O)O1 (1,4-cyclohexanedione mono-ethylene ketal), ClC1=C(C=CC=C1)I (1-chloro-2-iodobenzene), [Mg] (magnesium). The solvent is O1CCCC1 (tetrahydrofuran). Product: Cl (hydrochloric acid), ClC1=C(C=CC=C1)C1=CCC(CC1)=O (1-(2-chlorophenyl)-1-cyclohexen-4-one). Yield: 10.0%. As a reaction SMILES: [Cl:1][C:2]1[CH:7]=[CH:6][CH:5]=[CH:4][C:3]=1I.[Mg].C1O[C:13]2([CH2:18][CH2:17][C:16](=O)[CH2:15][CH2:14]2)[O:12]C1>O1CCCC1>[ClH:1].[Cl:1][C:2]1[CH:7]=[CH:6][CH:5]=[CH:4][C:3]=1[C:16]1[CH2:17][CH2:18][C:13](=[O:12])[CH2:14][CH:15]=1. Procedure details: This compound is prepared in a manner analogous to that of Step D of Example 7, using 9.5 grams (0.040 mole) of 1-chloro-2-iodobenzene, 1.1 grams (0.044 mole) of magnesium turnings, 6.2 grams (0.040 mole) of 1,4-cyclohexanedione mono-ethylene ketal, and about 1 00 mL of aqueous 10% hydrochloric acid in about 95 mL of tetrahydrofuran, yielding 1-(2-chlorophenyl)-1-cyclohexen-4-one. Reactants: Br (hydrogen bromide), ClC1=CC=C(C=C1)CCO (2-(4-chlorophenyl)ethanol). Yields the product ClC1=CC=C(C=C1)CCBr (2-(4-chlorophenyl)ethyl bromide). As a reaction SMILES: [BrH:1].[Cl:2][C:3]1[CH:8]=[CH:7][C:6]([CH2:9][CH2:10]O)=[CH:5][CH:4]=1>>[Cl:2][C:3]1[CH:8]=[CH:7][C:6]([CH2:9][CH2:10][Br:1])=[CH:5][CH:4]=1. Reported procedure: reacting hydrogen bromide with 2-(4-chlorophenyl)ethanol to form 2-(4-chlorophenyl)ethyl bromide; Reactants: O=C(Cl)N1CC(c2ccc(OC(F)(F)F)cc2)CC(c2nc(-c3cccc(F)c3)no2)C1, OC1CCNC1. Product: O=C(N1CCC(O)C1)N1CC(c2ccc(OC(F)(F)F)cc2)CC(c2nc(-c3cccc(F)c3)no2)C1. Reaction SMILES: [F:1][c:2]1[cH:3][c:4](-[c:8]2[n:9][o:10][c:11]([CH:13]3[CH2:14][N:15]([C:30](=[O:31])[Cl:32])[CH2:16][CH:17]([c:19]4[cH:20][cH:21][c:22]([O:25][C:26]([F:27])([F:28])[F:29])[cH:23][cH:24]4)[CH2:18]3)[n:12]2)[cH:5][cH:6][cH:7]1.[NH:33]1[CH2:34][CH:35]([OH:38])[CH2:36][CH2:37]1>>[F:1][c:2]1[cH:3][c:4](-[c:8]2[n:9][o:10][c:11]([CH:13]3[CH2:14][N:15]([C:30](=[O:31])[N:33]4[CH2:34][CH:35]([OH:38])[CH2:36][CH2:37]4)[CH2:16][CH:17]([c:19]4[cH:20][cH:21][c:22]([O:25][C:26]([F:27])([F:28])[F:29])[cH:23][cH:24]4)[CH2:18]3)[n:12]2)[cH:5][cH:6][cH:7]1.